From a dataset of the Open Reaction Database (ORD), a public repository of structured organic reaction records. describe an organic reaction: reactants, conditions, products, and yield The reactants are C1(C=2C(C(N1)=O)=CC=CC2)=O (phthalimide), BrCC=CC#CC(C)(C)C (1-bromo-6,6-dimethyl-2-hepten-4-yne). The solvent is CN(C=O)C (dimethylformamide). Product: CC(C#C/C=C/CN)(C)C ((E)-6,6-dimethyl-2-hepten-4-ynylamine). Reaction SMILES: C1(=O)[NH:5]C(=O)C2=CC=CC=C12.Br[CH2:13][CH:14]=[CH:15][C:16]#[C:17][C:18]([CH3:21])([CH3:20])[CH3:19]>CN(C)C=O>[CH3:19][C:18]([CH3:21])([CH3:20])[C:17]#[C:16]/[CH:15]=[CH:14]/[CH2:13][NH2:5]. Procedure: As an alternative method of synthesizing the above compound, phthalimide and 1-bromo-6,6-dimethyl-2-hepten-4-yne (a mixture of E and Z forms in a ratio of about 3:1) are reacted in dimethylformamide. The resulting (E)-N-(6,6-dimethyl-2-hepten-4-ynyl)phthalimide (by recrystallization from hexane, it is separated into an E form and a Z form, m.p. 106°-108° C.) is reacted with hydrazine to produce (E)-6,6-dimethyl-2-hepten-4-ynylamine. This compound is reductively alkylated by using equimolar propo... The reactants are C1(CCCC1)C(O)C1=C(OC(=C1)C1=CC=CC=C1)C (cyclopentyl(2-methyl-5-phenylfuran-3-yl)methanol), S(=O)(Cl)Cl (thionyl chloride). Solvent: C1(=CC=CC=C1)C (toluene). Reaction conditions: time 8 hour. Product: ClC(C1=C(OC(=C1)C1=CC=CC=C1)C)C1CCCC1 (3-[chloro(cyclopentyl)methyl]-2-methyl-5-phenylfuran). Yield: 100.0%. As a reaction SMILES: [CH:1]1([CH:6]([C:8]2[CH:12]=[C:11]([C:13]3[CH:18]=[CH:17][CH:16]=[CH:15][CH:14]=3)[O:10][C:9]=2[CH3:19])O)[CH2:5][CH2:4][CH2:3][CH2:2]1.S(Cl)([Cl:22])=O>C1(C)C=CC=CC=1>[Cl:22][CH:6]([CH:1]1[CH2:5][CH2:4][CH2:3][CH2:2]1)[C:8]1[CH:12]=[C:11]([C:13]2[CH:18]=[CH:17][CH:16]=[CH:15][CH:14]=2)[O:10][C:9]=1[CH3:19]. Reported procedure: To a solution of cyclopentyl(2-methyl-5-phenylfuran-3-yl)methanol (0.9 g) in toluene (20 mL) was added thionyl chloride (0.5 mL), and the mixture was stirred at room temperature overnight. The solvent was evaporated under reduced pressure to give the title compound (1.0 g, 100%) as an oil. The reactants are BrCC(=O)Br (2-bromoacetyl bromide), C(C)NCC (diethylamine), NC1=CC=CC=C1 (aniline), C(C)(C)(C)C1=CC=C(C=C1)S(=O)(=O)Cl (4-tert-butyl-benzenesulfonyl chloride). Yields the product C(C)(C)(C)C1=CC=C(C=C1)S(=O)(=O)N(CC(=O)N(CC)CC)C1=CC=CC=C1 (2-[(4-tert-Butyl-benzenesulfonyl)-phenyl-amino]-N,N-diethyl-acetamide). RXN SMILES: Br[CH2:2][C:3](Br)=[O:4].[CH2:6]([NH:8][CH2:9][CH3:10])[CH3:7].[NH2:11][C:12]1[CH:17]=[CH:16][CH:15]=[CH:14][CH:13]=1.[C:18]([C:22]1[CH:27]=[CH:26][C:25]([S:28](Cl)(=[O:30])=[O:29])=[CH:24][CH:23]=1)([CH3:21])([CH3:20])[CH3:19]>>[C:18]([C:22]1[CH:27]=[CH:26][C:25]([S:28]([N:11]([C:12]2[CH:17]=[CH:16][CH:15]=[CH:14][CH:13]=2)[CH2:2][C:3]([N:8]([CH2:9][CH3:10])[CH2:6][CH3:7])=[O:4])(=[O:30])=[O:29])=[CH:24][CH:23]=1)([CH3:21])([CH3:19])[CH3:20]. Procedure details: prepared by reaction of 2-bromoacetyl bromide with diethylamine, aniline and 4-tert-butyl-benzenesulfonyl chloride Reactants: Nc1cc(-c2ccccc2)nn1-c1ccccc1, COc1ccc2c(c1)c(CC(=O)O)c(C)n2C(=O)c1ccc(Cl)cc1 (indomethacin). Run in C1CCOC1 (THF), C1CCOC1 (THF). Reagents/catalysts: Cn1ccnc1 (1-Methylimidazole), CN(C)C(=[O+]c1c(F)c(F)c(F)c(F)c1F)N(C)C.F[P-](F)(F)(F)(F)F (PFTU). Conditions: temperature 25 celsius, time 24 hour. Yield: 7.9%. The product is COc1ccc2c(c1)c(CC(=O)Nc1cc(-c3ccccc3)nn1-c1ccccc1)c(C)n2C(=O)c1ccc(Cl)cc1. Starting materials: NC=1C=CC(=C(C1)NC1=NC=NC(=C1)NC1=CC(=C(C=C1)F)Cl)C (N-(5-Amino-2-methylphenyl)-N′-(3-chloro-4-fluorophenyl)-pyrimidine-4,6-diamine), ClC=1C=C(C=CC1F)C1(NC=NC(=C1)Cl)N (4-(3-chloro-4-fluorophenyl)-6-chloropyrimidin-4-ylamine), CC1=C(N)C=C(C=C1)[N+](=O)[O-] (2-methyl-5-nitroaniline), Cl (HCl). Run in C(CCC)O (n-butanol), CCOC(=O)C (EtOAc). Run at temperature 120 celsius. The product is ClC=1C=C(C=CC1F)NC1=NC=NC(=C1)NC1=C(C=CC(=C1)[N+](=O)[O-])C (N-(3-chloro-4-fluorophenyl)-N′-(2-methyl-5-nitrophenyl)pyrimidine-4,6-diamine). As a reaction SMILES: NC1C=CC(C)=C(N[C:9]2[CH:14]=[C:13]([NH:15][C:16]3[CH:21]=[CH:20][C:19]([F:22])=[C:18]([Cl:23])[CH:17]=3)[N:12]=[CH:11][N:10]=2)C=1.ClC1C=C(C2(N)C=C(Cl)N=CN2)C=CC=1F.[CH3:41][C:42]1[CH:48]=[CH:47][C:46]([N+:49]([O-:51])=[O:50])=[CH:45][C:43]=1[NH2:44].Cl>C(O)CCC.CCOC(C)=O>[Cl:23][C:18]1[CH:17]=[C:16]([NH:15][C:13]2[CH:14]=[C:9]([NH:44][C:43]3[CH:45]=[C:46]([N+:49]([O-:51])=[O:50])[CH:47]=[CH:48][C:42]=3[CH3:41])[N:10]=[CH:11][N:12]=2)[CH:21]=[CH:20][C:19]=1[F:22]. Reported procedure: Synthesis of N-(5-Amino-2-methylphenyl)-N′-(3-chloro-4-fluorophenyl)-pyrimidine-4,6-diamine (Int-F) A mixture of 4-(3-chloro-4-fluorophenyl)-6-chloropyrimidin-4-ylamine (IR-4) (1.2 g, 4.6 mmol), 2-methyl-5-nitroaniline (0.85 g, 5.5 mmol) and 1 mL of concentrated HCl in 10 mL of n-butanol was heated at 120° C. for 16 h. With stirring, 5 mL of EtOAc was added to the reaction mixture. The light yellow colored product that precipitated was filtered and dried under vacuum to give N-(3-chloro-4-fluoro... The reactants are COC([C@H](CC1=C(C=C(C=C1)O)CC)OCC)=O ((2S)-2-ethoxy-3-(2-ethyl-4-hydroxy-phenyl)-propionic acid methyl ester), O=P(Cl)(Cl)Cl (POCl3), C([O-])([O-])=O.[Cs+].[Cs+] (cesium carbonate), ClCC=1N=C(OC1C)C1=C(C=CC=C1)F (4-chloromethyl-2-(2-fluoro-phenyl)-5-methyl-oxazole), FC1=C(C=O)C=CC=C1 (2-fluoro-benzaldehyde), [I-].[K+] (potassium iodide). Yields the product COC([C@H](CC1=C(C=C(C=C1)OCC=1N=C(OC1C)C1=C(C=CC=C1)F)CC)OCC)=O ((S)-2-ethoxy-3-{2-ethyl-4-[2-(2-fluoro-phenyl)-5-methyl-oxazol-4-ylmethoxy]-phenyl}-propionic acid methyl ester). As a reaction SMILES: [CH3:1][O:2][C:3](=[O:18])[C@@H:4]([O:15][CH2:16][CH3:17])[CH2:5][C:6]1[CH:11]=[CH:10][C:9]([OH:12])=[CH:8][C:7]=1[CH2:13][CH3:14].Cl[CH2:20][C:21]1[N:22]=[C:23]([C:27]2[CH:32]=[CH:31][CH:30]=[CH:29][C:28]=2[F:33])[O:24][C:25]=1[CH3:26].FC1C=CC=CC=1C=O.O=P(Cl)(Cl)Cl.C(=O)([O-])[O-].[Cs+].[Cs+].[I-].[K+]>>[CH3:1][O:2][C:3](=[O:18])[C@@H:4]([O:15][CH2:16][CH3:17])[CH2:5][C:6]1[CH:11]=[CH:10][C:9]([O:12][CH2:20][C:21]2[N:22]=[C:23]([C:27]3[CH:32]=[CH:31][CH:30]=[CH:29][C:28]=3[F:33])[O:24][C:25]=2[CH3:26])=[CH:8][C:7]=1[CH2:13][CH3:14] |f:4.5.6,7.8|. Procedure details: In analogy to the procedure described in example 1 f], (2S)-2-ethoxy-3-(2-ethyl-4-hydroxy-phenyl)-propionic acid methyl ester (example 8 g]) was reacted with 4-chloromethyl-2-(2-fluoro-phenyl)-5-methyl-oxazole (prepared from 2-fluoro-benzaldehyde and diacetyl monoxyme followed by treatment with POCl3 in analogy to the procedures described in examples 5 a] and 2 b]) in the presence of cesium carbonate and potassium iodide to yield (S)-2-ethoxy-3-{2-ethyl-4-[2-(2-fluoro-phenyl)-5-methyl-oxazol-4-y...